From a dataset of the Open Reaction Database (ORD), a public repository of structured organic reaction records. describe an organic reaction: reactants, conditions, products, and yield Reaction SMILES: [C:1]1([S:7][C:8]2[CH:13]=[CH:12][CH:11]=[CH:10][C:9]=2[NH:14][C:15](=[NH:22])[C:16]2[CH:21]=[CH:20][CH:19]=[CH:18][CH:17]=2)[CH:6]=[CH:5][CH:4]=[CH:3][CH:2]=1.C([Li])CCC.Cl[P:29]([CH:33]([CH3:35])[CH3:34])[CH:30]([CH3:32])[CH3:31]>>[CH:30]([P:29]([CH:33]([CH3:35])[CH3:34])[N:22]=[C:15]([NH:14][C:9]1[CH:10]=[CH:11][CH:12]=[CH:13][C:8]=1[S:7][C:1]1[CH:2]=[CH:3][CH:4]=[CH:5][CH:6]=1)[C:16]1[CH:17]=[CH:18][CH:19]=[CH:20][CH:21]=1)([CH3:32])[CH3:31]. The reactants are Amidine, ClP(C(C)C)C(C)C (chlorodiisopropylphosphine), C1(=CC=CC=C1)SC1=C(C=CC=C1)NC(C1=CC=CC=C1)=N (N1-(2-(phenylthio)phenyl)benzamidine), C(CCC)[Li] (butyllithium). Reported procedure: Procedure as described for NP Amidine I using the following amounts and modifications: 1.52 g of N1-(2-(phenylthio)phenyl)benzamidine (Amidine XIV, 5.0 mmol), 2.50 mL of 2.0 M butyllithium (5.0 mmol), 0.80 mL chlorodiisopropylphosphine (5.0 mmol). After filtration to remove lithium chloride and removal of solvent, a yellow oil was isolated (2.07 g, 98%). Yields the product C(C)(C)P(N=C(C1=CC=CC=C1)NC1=C(C=CC=C1)SC1=CC=CC=C1)C(C)C (N2-(diisopropylphosphino)-N1-(2-(phenylthio)phenyl)-benzamidine). The reactants are COC1=CC=C(CS[C@H](C(=O)N[C@@]2(C(N(CC2)[C@@H](CC2=CC=CC=C2)C(NC)=O)=O)CCC2=CC=CC=C2)CCCCNC(=O)C2=CC=NC=C2)C=C1 ((S)-3-((S)-2-(p-methoxybenzylthio)-6-(pyrid-4-ylcarbonylamino)hexamido)-3-phenethyl-1-((S)-1-methylcarbamoyl-2-phenylethyl)pyrrolidin-2-one), mercuric acetate, C1(=CC=CC=C1)OC (anisole). Solvent: ClCCl (dichloromethane). Reaction conditions: time 3 hour. Yields the product S[C@H](C(=O)N[C@@]1(C(N(CC1)[C@@H](CC1=CC=CC=C1)C(NC)=O)=O)CCC1=CC=CC=C1)CCCCNC(=O)C1=CC=NC=C1 ((S)-3-((S)-2-mercapto-6-(pyrid-4-ylcarbonylamino)hexamido)-3-phenethyl-1-((S)-1-methylcarbamoyl-2-phenylethyl)pyrrolidin-2-one). Yield: 99.8%. RXN SMILES: COC1C=CC(C[S:8][C@@H:9]([CH2:39][CH2:40][CH2:41][CH2:42][NH:43][C:44]([C:46]2[CH:51]=[CH:50][N:49]=[CH:48][CH:47]=2)=[O:45])[C:10]([NH:12][C@@:13]2([CH2:31][CH2:32][C:33]3[CH:38]=[CH:37][CH:36]=[CH:35][CH:34]=3)[CH2:17][CH2:16][N:15]([C@H:18]([C:26](=[O:29])[NH:27][CH3:28])[CH2:19][C:20]3[CH:25]=[CH:24][CH:23]=[CH:22][CH:21]=3)[C:14]2=[O:30])=[O:11])=CC=1.C1(OC)C=CC=CC=1>ClCCl>[SH:8][C@@H:9]([CH2:39][CH2:40][CH2:41][CH2:42][NH:43][C:44]([C:46]1[CH:51]=[CH:50][N:49]=[CH:48][CH:47]=1)=[O:45])[C:10]([NH:12][C@@:13]1([CH2:31][CH2:32][C:33]2[CH:34]=[CH:35][CH:36]=[CH:37][CH:38]=2)[CH2:17][CH2:16][N:15]([C@H:18]([C:26](=[O:29])[NH:27][CH3:28])[CH2:19][C:20]2[CH:21]=[CH:22][CH:23]=[CH:24][CH:25]=2)[C:14]1=[O:30])=[O:11]. Reported procedure: Combine (S)-3-((S)-2-(p-methoxybenzylthio)-6-(pyrid-4-ylcarbonylamino)hexamido)-3-phenethyl-1-((S)-1-methylcarbamoyl-2-phenylethyl)pyrrolidin-2-one (122 mg, 0.166 mmol), mercuric acetate (66 mg, 0.207 mmol), and anisole (0.18 mL, 1.7 mmol) in dichloromethane (5 mL). Cool in an ice bath and degas by repeated cycles of vacuum and filling with nitrogen. Add trifluoroacetic acid (2 mL). After 3 hours, bubble hydrogen disulfide gas through the reaction mixture for about 15 minutes to give a black pre... As a reaction SMILES: [SH:1][CH2:2][C:3]([CH2:5][SH:6])=[CH2:4].[CH3:7][C:8]([CH3:10])=O.[Cl-].[Al+3].[Cl-].[Cl-].O>ClCCl>[CH3:7][C:8]1([CH3:10])[S:6][CH2:5][C:3](=[CH2:4])[CH2:2][S:1]1 |f:2.3.4.5|. Procedure: 2-(Mercaptomethyl)-3-mercapto-1-propene (Z. Chem. 1975, 15, 302)(0.83 g, 6.9 mmoles) and acetone (0.51 mL) were placed in about 15 mL of dichloromethane. Then anhydrous aluminium chloride (0.32 g) was added portionwise over one minute at room temperature. The solution was stirred at room temperature for 30 minutes. The reaction was worked up by addition of 20 mL of water followed by extraction with dichloromethane. The extracts were dried and evaporated to give 0.89 g clear oil with a penetratin... Product: CC1(SCC(CS1)=C)C (2,2-dimethyl-5-methylene-1,3-dithiane). Reaction conditions: time 30 minute. Starting materials: SCC(=C)CS (2-(Mercaptomethyl)-3-mercapto-1-propene), O (water), CC(=O)C (acetone), [Cl-].[Al+3].[Cl-].[Cl-] (aluminium chloride). Solvent: ClCCl (dichloromethane). The reactants are C=1C=CC(=CC1)N2CCNCC2 (phenylpiperazine), CC=1C=C(C=C)C=CC1 (3-methylstyrene), [Li]CCCC (n-BuLi). Yields the product C1(=CC=CC=C1)N1CCN(CC1)CCC1=CC(=CC=C1)C (1-phenyl-4-[2-(3-methylphenyl)-1-ethyl]piperazine). As a reaction SMILES: [CH:1]1[CH:2]=[CH:3][C:4]([N:7]2[CH2:12][CH2:11][NH:10][CH2:9][CH2:8]2)=[CH:5][CH:6]=1.[CH3:13][C:14]1[CH:15]=[C:16]([CH:19]=[CH:20][CH:21]=1)[CH:17]=[CH2:18].[Li]CCCC>>[C:4]1([N:7]2[CH2:8][CH2:9][N:10]([CH2:18][CH2:17][C:16]3[CH:19]=[CH:20][CH:21]=[C:14]([CH3:13])[CH:15]=3)[CH2:11][CH2:12]2)[CH:3]=[CH:2][CH:1]=[CH:6][CH:5]=1. Procedure: According to GP, 2.22 mmol (=0.36 g=0.34 ml) of phenylpiperazine and 2.22 mmol (=0.26 g=0.30 ml) of 3-methylstyrene are reacted with 5 mol % (=0.111 mmol=70 μl) of n-BuLi solution. Column-chromatographic separation with ethyl acetate/n-hexane (3:1) gives the product 1-phenyl-4-[2-(3-methylphenyl)-1-ethyl]piperazine as a light-yellow solid. Yields the product O=C(O)C(Cl)(Cl)CCCCCC#CCCCCCc1ccc(Cl)cc1. Reaction SMILES: [Br:1][CH2:2][CH2:3][CH2:4][CH2:5][CH2:6][C:7]#[C:8][CH2:9][CH2:10][CH2:11][CH2:12][CH2:13][c:14]1[cH:15][cH:16][c:17]([Cl:20])[cH:18][cH:19]1.[Cl:21][CH:22]([C:23](=[O:24])[OH:25])[Cl:26]>>[CH2:2]([CH2:3][CH2:4][CH2:5][CH2:6][C:7]#[C:8][CH2:9][CH2:10][CH2:11][CH2:12][CH2:13][c:14]1[cH:15][cH:16][c:17]([Cl:20])[cH:18][cH:19]1)[C:22]([Cl:21])([C:23](=[O:24])[OH:25])[Cl:26]. The reactants are Clc1ccc(CCCCCC#CCCCCCBr)cc1, O=C(O)C(Cl)Cl. The reactants are ClC=1C(=NC(=NC1)N[C@H]1C[C@H](CCC1)C(=O)N)S(=O)C (Rac-Cis-3-(5-chloro-4-(methylsulfinyl)pyrimidin-2-ylamino)cyclohexane carboxamide), CC=1C=CC(=CC1)S(=O)(=O)O.O1CCOCC1 (PTSA 1,4-dioxane), NC1=C(C=CC=C1)NC(C=C)=O (N-(2-aminophenyl)acrylamide). Solvent: CO.C(Cl)(Cl)Cl (methanol chloroform). Conditions: temperature 70 celsius, time 1 hour. Yields the product C(C=C)(=O)NC1=C(C=CC=C1)NC1=NC(=NC=C1Cl)N[C@H]1C[C@H](CCC1)C(=O)N (Rac-Cis-3-(4-(2-acrylamidophenylamino)-5-chloropyrimidin-2-ylamino)cyclohexane carboxamide). RXN SMILES: [Cl:1][C:2]1[C:3](S(C)=O)=[N:4][C:5]([NH:8][C@@H:9]2[CH2:14][CH2:13][CH2:12][C@H:11]([C:15]([NH2:17])=[O:16])[CH2:10]2)=[N:6][CH:7]=1.CC1C=CC(S(O)(=O)=O)=CC=1.O1CCOCC1.[NH2:38][C:39]1[CH:44]=[CH:43][CH:42]=[CH:41][C:40]=1[NH:45][C:46](=[O:49])[CH:47]=[CH2:48]>CO.C(Cl)(Cl)Cl>[C:46]([NH:45][C:40]1[CH:41]=[CH:42][CH:43]=[CH:44][C:39]=1[NH:38][C:3]1[C:2]([Cl:1])=[CH:7][N:6]=[C:5]([NH:8][C@@H:9]2[CH2:14][CH2:13][CH2:12][C@H:11]([C:15]([NH2:17])=[O:16])[CH2:10]2)[N:4]=1)(=[O:49])[CH:47]=[CH2:48] |f:1.2,4.5|. Procedure: To a solution of Intermediate 3 (1.4 g, 4.43 mmol) in 0.04 M PTSA/1,4-dioxane (12 mL, 0.106 mmol) was added N-(2-aminophenyl)acrylamide (1.72 g, 6.64 mmol), and the reaction mixture was stirred at 70° C. for 1 h. After completion of the reaction (TLC System: 5% methanol/chloroform, (Rf): 0.5), the reaction mixture was concentrated and diluted with water (30 mL), and the precipitate was filtered, washed with saturated sodium bicarbonate solution (15 ml) and dried to afford the desired compound as... Reactants: O=C([O-])[O-], CCN(CC)CCCl, CN(C)C=O, [K+], [K+], O, O=C1c2c(O)cccc2OC12CC2. The product is Cl, CCN(CC)CCOc1cccc2c1C(=O)C1(CC1)O2. Reaction SMILES: [C:14](=[O:15])([O-:16])[O-:17].[CH2:20]([CH3:21])[N:22]([CH2:23][CH2:24][Cl:25])[CH2:26][CH3:27].[CH3:28][N:29]([CH3:30])[CH:31]=[O:32].[K+:18].[K+:19].[OH2:33].[OH:1][c:2]1[cH:3][cH:4][cH:5][c:6]2[c:10]1[C:9](=[O:11])[C:8]1([O:7]2)[CH2:12][CH2:13]1>>[ClH:25].[O:1]([c:2]1[cH:3][cH:4][cH:5][c:6]2[c:10]1[C:9](=[O:11])[C:8]1([O:7]2)[CH2:12][CH2:13]1)[CH2:24][CH2:23][N:22]([CH2:20][CH3:21])[CH2:26][CH3:27].